Dataset: the Open Reaction Database (ORD), a public repository of structured organic reaction records. Task: describe an organic reaction: reactants, conditions, products, and yield Reactants: OC1CCC(CC1)NC(OC(C)(C)C)=O (tert-butyl N-(4-hydroxycyclohexyl)carbamate), [H-].[Na+] (sodium hydride), ClC=1C2=C(N=CN1)SC(=C2)C(C)C (4-chloro-6-(propan-2-yl)thieno[2,3-d]pyrimidine). The solvent is O1CCCC1 (tetrahydrofuran), O1CCCC1 (tetrahydrofuran). Run at time 2.5 hour. The product is CC(C)C1=CC2=C(N=CN=C2OC2CCC(CC2)NC(OC(C)(C)C)=O)S1 (tert-butyl N-(4-[[6-(propan-2-yl)thieno[2,3-d]pyrimidin-4-yl]oxy]cyclohexyl)carbamate). RXN SMILES: [OH:1][CH:2]1[CH2:7][CH2:6][CH:5]([NH:8][C:9](=[O:15])[O:10][C:11]([CH3:14])([CH3:13])[CH3:12])[CH2:4][CH2:3]1.[H-].[Na+].Cl[C:19]1[C:20]2[CH:27]=[C:26]([CH:28]([CH3:30])[CH3:29])[S:25][C:21]=2[N:22]=[CH:23][N:24]=1>O1CCCC1>[CH3:30][CH:28]([C:26]1[S:25][C:21]2[N:22]=[CH:23][N:24]=[C:19]([O:1][CH:2]3[CH2:7][CH2:6][CH:5]([NH:8][C:9](=[O:15])[O:10][C:11]([CH3:12])([CH3:14])[CH3:13])[CH2:4][CH2:3]3)[C:20]=2[CH:27]=1)[CH3:29] |f:1.2|. Reported procedure: To a 100-mL 3-necked round-bottom flask purged and maintained with an inert atmosphere of nitrogen was placed a solution of tert-butyl N-(4-hydroxycyclohexyl)carbamate (3.3 g, 15.33 mmol, 1.10 equiv) in tetrahydrofuran (20 mL). This was followed by the addition of sodium hydride (800 mg, 33.33 mmol, 2.36 equiv) in portions at 0-5° C. The resulting solution was stirred for 2.5 h at room temperature. To this was added a solution of commercially available 4-chloro-6-(propan-2-yl)thieno[2,3-d]pyrimi...